describe an organic reaction: reactants, conditions, products, and yield From a dataset of the Open Reaction Database (ORD), a public repository of structured organic reaction records. The reactants are solution, CCOC(=O)/N=N/C(=O)OCC (DEAD), C1(NC(C2=CC=CC=C12)=O)=O (isoindoline-1,3-dione), C1=CC=C(C=C1)P(C2=CC=CC=C2)C3=CC=CC=C3 (PPh3), [Si](C)(C)(C(C)(C)C)OC[C@H](O)C1=CC(=C(C=C1)Cl)F ((R)-2-(tert-butyldimethylsilyloxy)-1-(4-chloro-3-fluorophenyl)ethanol). The solvent is C1(=CC=CC=C1)C (toluene), C1CCOC1 (THF). Reaction conditions: time 20 hour. The product is [Si](C)(C)(C(C)(C)C)OC[C@H](C1=CC(=C(C=C1)Cl)F)N1C(C2=CC=CC=C2C1=O)=O ((S)-2-(2-(tert-butyldimethylsilyloxy)-1-(4-chloro-3-fluorophenyl)ethyl)isoindoline-1,3-dione). Isolated yield 74.7%. As a reaction SMILES: [Si:1]([O:8][CH2:9][C@@H:10]([C:12]1[CH:17]=[CH:16][C:15]([Cl:18])=[C:14]([F:19])[CH:13]=1)O)([C:4]([CH3:7])([CH3:6])[CH3:5])([CH3:3])[CH3:2].[C:20]1(=[O:30])[C:28]2[C:23](=[CH:24][CH:25]=[CH:26][CH:27]=2)[C:22](=[O:29])[NH:21]1.C1C=CC(P(C2C=CC=CC=2)C2C=CC=CC=2)=CC=1.CCOC(/N=N/C(OCC)=O)=O>C1(C)C=CC=CC=1.C1COCC1>[Si:1]([O:8][CH2:9][C@@H:10]([N:21]1[C:22](=[O:29])[C:23]2[C:28](=[CH:27][CH:26]=[CH:25][CH:24]=2)[C:20]1=[O:30])[C:12]1[CH:17]=[CH:16][C:15]([Cl:18])=[C:14]([F:19])[CH:13]=1)([C:4]([CH3:7])([CH3:6])[CH3:5])([CH3:3])[CH3:2]. Procedure details: To a solution of 64 (13.50 g, 44.28 mmol) and THF (150 mL) cooled to 0° C. was added isoindoline-1,3-dione (7.167 g, 48.71 mmol) and PPh3 (17.42 g, 66.42 mmol) followed by the dropwise addition of a 40% solution DEAD (26.15 mL, 66.42 mmol) in toluene. The reaction was warmed to RT and stirred for 20 h. The reaction was concentrated and dissolved in Et2O (might require sonication). The solids were filtered and the filtrate was concentrated. The crude residue was purified by SiO2 chromatography (B...